Dataset: the Open Reaction Database (ORD), a public repository of structured organic reaction records. Task: describe an organic reaction: reactants, conditions, products, and yield Yields the product Cc1ccc(-c2ccc(C(C)N3CCC(CC(C)(C)O)(c4ccc(F)cc4)OC3=O)cc2)nn1. Reactants: Cc1ccc(Cl)nn1, CC(c1ccc(B2OC(C)(C)C(C)(C)O2)cc1)N1CCC(CC(C)(C)O)(c2ccc(F)cc2)OC1=O. RXN SMILES: [Cl:37][c:38]1[n:39][n:40][c:41]([CH3:44])[cH:42][cH:43]1.[F:1][c:2]1[cH:3][cH:4][c:5]([C:8]2([CH2:32][C:33]([CH3:34])([CH3:35])[OH:36])[CH2:9][CH2:10][N:11]([CH:15]([CH3:16])[c:17]3[cH:18][cH:19][c:20]([B:23]4[O:24][C:25]([CH3:26])([CH3:27])[C:28]([CH3:29])([CH3:30])[O:31]4)[cH:21][cH:22]3)[C:12](=[O:14])[O:13]2)[cH:6][cH:7]1>>[F:1][c:2]1[cH:3][cH:4][c:5]([C:8]2([CH2:32][C:33]([CH3:34])([CH3:35])[OH:36])[CH2:9][CH2:10][N:11]([CH:15]([CH3:16])[c:17]3[cH:18][cH:19][c:20](-[c:38]4[n:39][n:40][c:41]([CH3:44])[cH:42][cH:43]4)[cH:21][cH:22]3)[C:12](=[O:14])[O:13]2)[cH:6][cH:7]1. Reactants: C(#N)C1=CC=C(C=C1)CCC(CCCCC(=O)OCC)\C=C\C1=C(C=CC=C1)OCCCCCC1=CC=CC=C1 (ethyl (7E)-6-[2-(4-cyanophenyl)ethyl]-8-{2-[(5-phenylpentyl)oxy]phenyl}oct-7-enoate), C[Si](C)(C)N=[N+]=[N-] (trimethylsilyl azide), C(CCC)[Sn](CCCC)=O (di-n-butyltin oxide). The solvent is C1(=CC=CC=C1)C (toluene). Run at temperature 80 celsius. Product: C1(=CC=CC=C1)CCCCCOC1=C(C=CC=C1)/C=C/C(CCCCC(=O)OCC)CCC1=CC=C(C=C1)C1=NN=NN1 (Ethyl (7E)-8-{2-[(5-phenylpentyl)oxy]phenyl}-6-{2-[4-(1H-tetrazol-5-yl)phenyl]ethyl}oct-7-enoate). Reaction SMILES: [C:1]([C:3]1[CH:8]=[CH:7][C:6]([CH2:9][CH2:10][CH:11](/[CH:21]=[CH:22]/[C:23]2[CH:28]=[CH:27][CH:26]=[CH:25][C:24]=2[O:29][CH2:30][CH2:31][CH2:32][CH2:33][CH2:34][C:35]2[CH:40]=[CH:39][CH:38]=[CH:37][CH:36]=2)[CH2:12][CH2:13][CH2:14][CH2:15][C:16]([O:18][CH2:19][CH3:20])=[O:17])=[CH:5][CH:4]=1)#[N:2].C[Si]([N:45]=[N+:46]=[N-:47])(C)C.C([Sn](=O)CCCC)CCC>C1(C)C=CC=CC=1>[C:35]1([CH2:34][CH2:33][CH2:32][CH2:31][CH2:30][O:29][C:24]2[CH:25]=[CH:26][CH:27]=[CH:28][C:23]=2/[CH:22]=[CH:21]/[CH:11]([CH2:10][CH2:9][C:6]2[CH:7]=[CH:8][C:3]([C:1]3[NH:47][N:46]=[N:45][N:2]=3)=[CH:4][CH:5]=2)[CH2:12][CH2:13][CH2:14][CH2:15][C:16]([O:18][CH2:19][CH3:20])=[O:17])[CH:36]=[CH:37][CH:38]=[CH:39][CH:40]=1. Reported procedure: A solution of 128 mg (0.24 mmol) of ethyl (7E)-6-[2-(4-cyanophenyl)ethyl]-8-{2-[(5-phenylpentyl)oxy]phenyl}oct-7-enoate in 10 ml of toluene is mixed with 0.47 ml (3.57 mmol) of trimethylsilyl azide and 88.9 mg (0.36 mmol) of di-n-butyltin oxide and heated at 80° C. for 12 hours. After cooling to room temperature, the mixture is washed with saturated sodium bicarbonate solution. The organic phase is separated off, washed with saturated sodium chloride solution and dried over sodium sulfate. After... Reactants: O=C([O-])[O-], CC(=O)[O-], CC(=O)[O-], CC(C)c1cc(C(C)C)c(-c2ccccc2P(C2CCCCC2)C2CCCCC2)c(C(C)C)c1, N#Cc1ccnc(Cl)c1, [Cs+], [Cs+], OB(O)c1ccc(C(F)(F)F)cc1, C1COCCO1, [Pd+2]. The product is N#Cc1ccnc(-c2ccc(C(F)(F)F)cc2)c1. RXN SMILES: [C:10](=[O:11])([O-:12])[O-:13].[C:69]([O-:70])(=[O:71])[CH3:72].[C:74]([O-:75])(=[O:76])[CH3:77].[CH:29]1([P:30]([CH:31]2[CH2:32][CH2:33][CH2:34][CH2:35][CH2:36]2)[c:37]2[cH:38][cH:39][cH:40][cH:41][c:42]2-[c:43]2[c:44]([CH:45]([CH3:46])[CH3:47])[cH:48][c:49]([CH:50]([CH3:51])[CH3:52])[cH:53][c:54]2[CH:55]([CH3:56])[CH3:57])[CH2:58][CH2:59][CH2:60][CH2:61][CH2:62]1.[Cl:1][c:2]1[n:3][cH:4][cH:5][c:6]([C:8]#[N:9])[cH:7]1.[Cs+:14].[Cs+:15].[F:16][C:17]([c:18]1[cH:19][cH:20][c:21]([B:24]([OH:25])[OH:26])[cH:22][cH:23]1)([F:27])[F:28].[O:63]1[CH2:64][CH2:65][O:66][CH2:67][CH2:68]1.[Pd+2:73]>>[c:2]1(-[c:21]2[cH:20][cH:19][c:18]([C:17]([F:16])([F:27])[F:28])[cH:23][cH:22]2)[n:3][cH:4][cH:5][c:6]([C:8]#[N:9])[cH:7]1. The product is COc1ccc(-c2ccc3c(c2)c(Cc2ccccc2)c(-c2ccccc2)n3Cc2ccccc2)cc1. The reactants are Brc1ccc2c(c1)c(Cc1ccccc1)c(-c1ccccc1)n2Cc1ccccc1, COc1ccc(B(O)O)cc1, ClCCl, [K+], [K+], O=C([O-])[O-], C1COCCO1. RXN SMILES: [CH2:1]([c:2]1[cH:3][cH:4][cH:5][cH:6][cH:7]1)[n:8]1[c:9](-[c:25]2[cH:26][cH:27][cH:28][cH:29][cH:30]2)[c:10]([CH2:18][c:19]2[cH:20][cH:21][cH:22][cH:23][cH:24]2)[c:11]2[cH:12][c:13]([Br:17])[cH:14][cH:15][c:16]12.[CH3:37][O:38][c:39]1[cH:40][cH:41][c:42]([B:45]([OH:46])[OH:47])[cH:43][cH:44]1.[Cl:48][CH2:49][Cl:50].[K+:31].[K+:32].[O-:33][C:34]([O-:35])=[O:36].[O:51]1[CH2:52][CH2:53][O:54][CH2:55][CH2:56]1>>[CH2:1]([c:2]1[cH:3][cH:4][cH:5][cH:6][cH:7]1)[n:8]1[c:9](-[c:25]2[cH:26][cH:27][cH:28][cH:29][cH:30]2)[c:10]([CH2:18][c:19]2[cH:20][cH:21][cH:22][cH:23][cH:24]2)[c:11]2[cH:12][c:13](-[c:42]3[cH:41][cH:40][c:39]([O:38][CH3:37])[cH:44][cH:43]3)[cH:14][cH:15][c:16]12. Starting materials: FC=1C=C(C=CC1[N+](=O)[O-])C1=CC(=C(C=C1)N)[N+](=O)[O-] (3′-Fluoro-3,4′-dinitrobiphenyl-4-amine), C(=O)([O-])[O-].[K+].[K+] (K2CO3), CN (MeNH2). The solvent is C(Cl)Cl (DCM). Run at time 72 hour. The product is CNC=1C=C(C=CC1[N+](=O)[O-])C1=CC(=C(C=C1)N)[N+](=O)[O-] (N3-Methyl-3′,4-dinitrobiphenyl-3,4′-diamine). The yield is 100.0%. As a reaction SMILES: F[C:2]1[CH:3]=[C:4]([C:11]2[CH:16]=[CH:15][C:14]([NH2:17])=[C:13]([N+:18]([O-:20])=[O:19])[CH:12]=2)[CH:5]=[CH:6][C:7]=1[N+:8]([O-:10])=[O:9].C([O-])([O-])=O.[K+].[K+].[CH3:27][NH2:28]>C(Cl)Cl>[CH3:27][NH:28][C:2]1[CH:3]=[C:4]([C:11]2[CH:16]=[CH:15][C:14]([NH2:17])=[C:13]([N+:18]([O-:20])=[O:19])[CH:12]=2)[CH:5]=[CH:6][C:7]=1[N+:8]([O-:10])=[O:9] |f:1.2.3|. Procedure details: 3′-Fluoro-3,4′-dinitrobiphenyl-4-amine (285 mg, 1.03 mmol) was suspended in DCM (10 mL). K2CO3 (284 mg, 2.06 mmol) was added, followed by MeNH2 (40% in H2O, 10 mL). The mixture was stirred at room temperature for 72 h. The solution was then washed with H2O and brine. The organic layer was dried (MgSO4), filtered and concentrated in vacuo to afford the product as a red solid (296 mg, 100%).